From a dataset of the Open Reaction Database (ORD), a public repository of structured organic reaction records. describe an organic reaction: reactants, conditions, products, and yield Reaction conditions: temperature 90 celsius. The product is C(C)(C)(C)OC(N(C)C(C)C(NC1=NC(=C(C=C1)[N+](=O)[O-])NCC1=CC=C(C=C1)Cl)=O)=O ({1-[6-(4-chloro-benzylamino)-5-nitro-pyridin-2-ylcarbamoyl]-ethyl}-methyl-carbamic acid tert-butyl ester). Reagents/catalysts: C=1C=CC(=CC1)/C=C/C(=O)/C=C/C2=CC=CC=C2.C=1C=CC(=CC1)/C=C/C(=O)/C=C/C2=CC=CC=C2.C=1C=CC(=CC1)/C=C/C(=O)/C=C/C2=CC=CC=C2.[Pd].[Pd] (Pd2 dba3). Procedure: (4-Chloro-benzyl)-(6-chloro-3-nitro-pyridin-2-yl)-amine (685 mg, 2.31 mmol), ((S)-1-carbamoyl-ethyl)-methyl-carbamic acid tert-butyl ester (Intermediate A1) (606 mg, 3.0 mmol), Pd2 dba3 (210 mg, 0.23 mmol), BINAP (286 mg, 0.46 mmol) and Cs2CO3 (1.5 g, 4.62 mmol) were added to 1,4-dioxane (15 mL). The mixture was evacuated and flushed with N2 three times and then heated at 90° C. for 2 hours. The mixture was cooled, diluted with EtOAc, filtered and concentrated in vacuo. The residue was purified ... Reactants: ClC1=CC=C(CNC2=NC(=CC=C2[N+](=O)[O-])Cl)C=C1 ((4-Chloro-benzyl)-(6-chloro-3-nitro-pyridin-2-yl)-amine), C(C)(C)(C)OC(N(C)[C@@H](C)C(N)=O)=O (((S)-1-carbamoyl-ethyl)-methyl-carbamic acid tert-butyl ester), C(C)(C)(C)OC(N(C)[C@@H](C)C(N)=O)=O (((S)-1-carbamoyl-ethyl)-methyl-carbamic acid tert-butyl ester), C=1C=CC(=CC1)P(C=2C=CC=CC2)C3=CC=C4C=CC=CC4=C3C5=C6C=CC=CC6=CC=C5P(C=7C=CC=CC7)C=8C=CC=CC8 (BINAP), C(=O)([O-])[O-].[Cs+].[Cs+] (Cs2CO3). Run in O1CCOCC1 (1,4-dioxane). Yield: 57.0%. Reaction SMILES: [Cl:1][C:2]1[CH:19]=[CH:18][C:5]([CH2:6][NH:7][C:8]2[C:13]([N+:14]([O-:16])=[O:15])=[CH:12][CH:11]=[C:10](Cl)[N:9]=2)=[CH:4][CH:3]=1.[C:20]([O:24][C:25](=[O:33])[N:26]([C@H:28]([C:30](=[O:32])[NH2:31])[CH3:29])[CH3:27])([CH3:23])([CH3:22])[CH3:21].C1C=CC(P(C2C(C3C(P(C4C=CC=CC=4)C4C=CC=CC=4)=CC=C4C=3C=CC=C4)=C3C(C=CC=C3)=CC=2)C2C=CC=CC=2)=CC=1.C([O-])([O-])=O.[Cs+].[Cs+]>C1C=CC(/C=C/C(/C=C/C2C=CC=CC=2)=O)=CC=1.C1C=CC(/C=C/C(/C=C/C2C=CC=CC=2)=O)=CC=1.C1C=CC(/C=C/C(/C=C/C2C=CC=CC=2)=O)=CC=1.[Pd].[Pd].O1CCOCC1>[C:20]([O:24][C:25](=[O:33])[N:26]([CH:28]([C:30](=[O:32])[NH:31][C:10]1[CH:11]=[CH:12][C:13]([N+:14]([O-:16])=[O:15])=[C:8]([NH:7][CH2:6][C:5]2[CH:18]=[CH:19][C:2]([Cl:1])=[CH:3][CH:4]=2)[N:9]=1)[CH3:29])[CH3:27])([CH3:21])([CH3:22])[CH3:23] |f:3.4.5,6.7.8.9.10|. Starting materials: C=1SC=C2NC3=C(NC(C21)=O)C=CC=C3 (4,9-dihydro-10H-thieno[3,4-b][1,5]benzodiazepin-10-one), CN1CCC(CC1)CC(=O)Cl ((1-methyl-4-piperidinyl)acetyl chloride), [K] (potassium), CN1CCC(CC1)CC(=O)O (1-methyl-4-piperidinylacetic acid), S(=O)(Cl)Cl (thionyl chloride). Solvent: O1CCOCC1 (dioxane), N1=CC=CC=C1 (pyridine), O1CCOCC1 (dioxane), O (water), O1CCOCC1 (dioxane). Run at temperature 40 celsius, time 2 hour. Product: CN1CCC(CC1)CC(=O)N1C=2C(C(NC3=C1C=CC=C3)=O)=CSC2 (4,9-Dihydro-4-[(1-methyl-4-piperidinyl)acetyl]-10H-thieno-[3,4-b][1,5]benzodiazepin-10-one). Reaction SMILES: [CH:1]1[S:2][CH:3]=[C:4]2[C:10]=1[C:9](=[O:11])[NH:8][C:7]1[CH:12]=[CH:13][CH:14]=[CH:15][C:6]=1[NH:5]2.[CH3:16][N:17]1[CH2:22][CH2:21][CH:20]([CH2:23][C:24](Cl)=[O:25])[CH2:19][CH2:18]1.[K].CN1CCC(CC(O)=O)CC1.S(Cl)(Cl)=O>O1CCOCC1.N1C=CC=CC=1.O>[CH3:16][N:17]1[CH2:22][CH2:21][CH:20]([CH2:23][C:24]([N:5]2[C:6]3[CH:15]=[CH:14][CH:13]=[CH:12][C:7]=3[NH:8][C:9](=[O:11])[C:10]3=[CH:1][S:2][CH:3]=[C:4]23)=[O:25])[CH2:19][CH2:18]1 |^1:26|. Reported procedure: A solution of 2.2 gm (0.01 mol) of 4,9-dihydro-10H-thieno[3,4-b][1,5]benzodiazepin-10-one in 50 ml of dioxane and 10 ml of pyridine was mixed at ambient temperature with a solution of 0.02 mol of (1-methyl-4-piperidinyl)acetyl chloride (prepared from the potassium salt of 1-methyl-4-piperidinylacetic acid by reaction with thionyl chloride) in 100 ml of dioxane. The mixture was heated at 40° C. for three hours, with stirring, and then at 80° C. for two hours. After the dioxane solution was poured... Reactants: O1CCOC2=C1C=CC=C2C=O (2,3-Dihydro-benzo[1,4]dioxine-5-carbaldehyde), [N+](=O)([O-])C (nitromethane). Product: [N+](=O)([O-])C=CC1=CC=CC=2OCCOC21 (5-(2-Nitro-vinyl)-2,3-dihydro-benzo[1,4]dioxine). RXN SMILES: [O:1]1[C:6]2[CH:7]=[CH:8][CH:9]=[C:10]([CH:11]=O)[C:5]=2[O:4][CH2:3][CH2:2]1.[N+:13]([CH3:16])([O-:15])=[O:14]>>[N+:13]([CH:16]=[CH:11][C:10]1[C:5]2[O:4][CH2:3][CH2:2][O:1][C:6]=2[CH:7]=[CH:8][CH:9]=1)([O-:15])=[O:14]. Procedure details: In close analogy to the procedure described above, 2,3-Dihydro-benzo[1,4]dioxine-5-carbaldehyde is reacted with nitromethane to provide the title compound. Reactants: C(N)(OCCC1=CC=C(C=C1)OC1=CC(=C(C=C1)C)F)=N (2-{4-[(3-fluoro-4-methylphenyl)oxy]phenyl}ethyl imidocarbamate), C(=O)C(C(=O)OC)CC=1C=NC=NC1 (methyl 2-formyl-3-(5-pyrimidinyl)propanoate), C(=O)([O-])[O-].[K+].[K+] (K2CO3). Run in CN1CCCC1=O (NMP). Reaction conditions: temperature 115 celsius. Yields the product FC=1C=C(C=CC1C)OC1=CC=C(C=C1)CCOC=1NC=C(C(N1)=O)CC=1C=NC=NC1 (2-[(2-{4-[(3-fluoro-4-methylphenyl)oxy]phenyl}ethyl)oxy]-5-(5-pyrimidinylmethyl)-4(1H)-pyrimidinone). Isolated yield 3.7%. RXN SMILES: [C:1](=[NH:21])([O:3][CH2:4][CH2:5][C:6]1[CH:11]=[CH:10][C:9]([O:12][C:13]2[CH:18]=[CH:17][C:16]([CH3:19])=[C:15]([F:20])[CH:14]=2)=[CH:8][CH:7]=1)[NH2:2].[CH:22]([CH:24]([CH2:29][C:30]1[CH:31]=[N:32][CH:33]=[N:34][CH:35]=1)[C:25](OC)=O)=[O:23].C([O-])([O-])=O.[K+].[K+]>CN1C(=O)CCC1>[F:20][C:15]1[CH:14]=[C:13]([O:12][C:9]2[CH:8]=[CH:7][C:6]([CH2:5][CH2:4][O:3][C:1]3[NH:2][CH:25]=[C:24]([CH2:29][C:30]4[CH:35]=[N:34][CH:33]=[N:32][CH:31]=4)[C:22](=[O:23])[N:21]=3)=[CH:11][CH:10]=2)[CH:18]=[CH:17][C:16]=1[CH3:19] |f:2.3.4|. Reported procedure: To the solution of 2-{4-[(3-fluoro-4-methylphenyl)oxy]phenyl}ethyl imidocarbamate (100 mg, 0.249 mmol) and methyl 2-formyl-3-(5-pyrimidinyl)propanoate (58 mg, 0.299 mmol) in NMP (2 mL) was added K2CO3 (138 mg, 0.997 mmol). The mixture was heated with a microwave reactor at 115° C. for 2 h. Purification via MDAP then afforded the title compound (4 mg, 3.71% yield). LCMS: rt=3.19 min, [M+H+]=433 The reactants are [H][H] (hydrogen), FC1=CC=C(C=C1)C=CCCCl (4-fluorophenyl-3-butenylchloride), [H][H] (hydrogen). Reagents/catalysts: [Pd] (palladium-on-charcoal). Solvent: C(C)(C)O (isopropyl alcohol). Product: FC1=CC=C(C=C1)C(CCCCl)C1=CC=C(C=C1)F (4,4-bis-(4-fluorophenyl)butylchloride). The yield is 92.8%. RXN SMILES: [F:1][C:2]1[CH:7]=[CH:6][C:5]([CH:8]=[CH:9][CH2:10][CH2:11][Cl:12])=[CH:4][CH:3]=1.[H][H]>[Pd].C(O)(C)C>[F:1][C:2]1[CH:3]=[CH:4][C:5]([CH:8]([C:5]2[CH:6]=[CH:7][C:2]([F:1])=[CH:3][CH:4]=2)[CH2:9][CH2:10][CH2:11][Cl:12])=[CH:6][CH:7]=1. Procedure details: A suspension of 150 g of 4,4-bis-(4-fluorophenyl-3-butenylchloride, 1 l isopropyl alcohol, and 10 g of 10% palladium-on-charcoal was shaken at room temperature under 40 psi of hydrogen. The uptake of hydrogen ceased after about 5 hrs. The mixture was filtered and the solvent was evaporated to provide an oil. Distillation provided 140.2 g (92.8%) of 4,4-bis-(4-fluorophenyl)butylchloride, bp 155°-158° (1.3 mm).